From a dataset of the Open Reaction Database (ORD), a public repository of structured organic reaction records. describe an organic reaction: reactants, conditions, products, and yield Reactants: ClCCCBr, CC(C)=O, COC1CCNCC1, [Na+], [OH-]. The product is COC1CCN(CCCCl)CC1. As a reaction SMILES: [Br:11][CH2:12][CH2:13][CH2:14][Cl:15].[CH3:16][C:17](=[O:18])[CH3:19].[CH3:1][O:2][CH:3]1[CH2:4][CH2:5][NH:6][CH2:7][CH2:8]1.[Na+:10].[OH-:9]>>[CH3:1][O:2][CH:3]1[CH2:4][CH2:5][N:6]([CH2:12][CH2:13][CH2:14][Cl:15])[CH2:7][CH2:8]1. The reactants are CI, CN(C)C=O, [H-], [Na+], O, CCOC(=O)C(O)c1ccc(-c2ccccc2O)cc1. Yields the product CCOC(=O)C(O)c1ccc(-c2ccccc2OC)cc1. Reaction SMILES: [CH3:28][I:29].[CH3:3][N:4]([CH3:5])[CH:6]=[O:7].[H-:1].[Na+:2].[OH2:30].[OH:8][c:9]1[c:10](-[c:15]2[cH:16][cH:17][c:18]([CH:21]([C:22](=[O:23])[O:24][CH2:25][CH3:26])[OH:27])[cH:19][cH:20]2)[cH:11][cH:12][cH:13][cH:14]1>>[CH3:3][O:8][c:9]1[c:10](-[c:15]2[cH:16][cH:17][c:18]([CH:21]([C:22](=[O:23])[O:24][CH2:25][CH3:26])[OH:27])[cH:19][cH:20]2)[cH:11][cH:12][cH:13][cH:14]1.